The task is: describe an organic reaction: reactants, conditions, products, and yield. This data is from the Open Reaction Database (ORD), a public repository of structured organic reaction records. Reactants: BrC=1C=C2CC(CC2=CC1)C(=O)NC1=NNC(=C1)C1=CC=C(C=C1)OC (3-(5-Bromoindan-2-yl)carbonylamino-5-(4-methoxyphenyl)pyrazole), C(CCC)[Sn](C1=CC=CC=C1)(CCCC)CCCC (tributylphenyltin), O1C(=CC=C1)P(C=1OC=CC1)C=1OC=CC1 (tri-2-furylphosphine), [Cl-].[Li+] (lithium chloride). Solvent: CN1C(CCC1)=O (N-methylpyrrolidone). Reaction conditions: temperature 85 celsius. Yields the product COC1=CC=C(C=C1)C1=CC(=NN1)NC(=O)C1CC2=CC=C(C=C2C1)C1=CC=CC=C1 (5-(4-methoxyphenyl)-3-(5-phenylindan-2-yl)carbonylaminopyrazole). As a reaction SMILES: Br[C:2]1[CH:3]=[C:4]2[C:8](=[CH:9][CH:10]=1)[CH2:7][CH:6]([C:11]([NH:13][C:14]1[CH:18]=[C:17]([C:19]3[CH:24]=[CH:23][C:22]([O:25][CH3:26])=[CH:21][CH:20]=3)[NH:16][N:15]=1)=[O:12])[CH2:5]2.C([Sn](CCCC)(CCCC)[C:32]1[CH:37]=[CH:36][CH:35]=[CH:34][CH:33]=1)CCC.O1C=CC=C1P(C1OC=CC=1)C1OC=CC=1.[Cl-].[Li+]>CN1CCCC1=O>[CH3:26][O:25][C:22]1[CH:21]=[CH:20][C:19]([C:17]2[NH:16][N:15]=[C:14]([NH:13][C:11]([CH:6]3[CH2:5][C:4]4[C:8](=[CH:9][CH:10]=[C:2]([C:32]5[CH:37]=[CH:36][CH:35]=[CH:34][CH:33]=5)[CH:3]=4)[CH2:7]3)=[O:12])[CH:18]=2)=[CH:24][CH:23]=1 |f:3.4|. Reported procedure: 3-(5-Bromoindan-2-yl)carbonylamino-5-(4-methoxyphenyl)pyrazole (50 mg), tributylphenyltin (0.12 ml), a tris(dibenzylideneacetone)dipalladium chloroform complex (6 mg), tri-2-furylphosphine (11 mg) and lithium chloride (25 mg) were dissolved in N-methylpyrrolidone (1 ml) with heating, and the mixture was heated at 85° C. overnight. After allowing to cool, the reaction solution was concentrated under a reduced pressure. The residue was dissolved in ethyl acetate-hexane (1:1, 30 ml) and the solutio... Starting materials: N1(CCNCC1)C(C)=O (1-piperazin-1-yl-ethanone), N1C=CC2=CC(=CC=C12)NC=1C2=C(N=CN1)C=C(S2)C2=CC=C(C=O)C=C2 (4-[4-(1H-indol-5-ylamino)-thieno[3,2-d]pyrimidin-6-yl]-benzaldehyde). Product: N1C=CC2=CC(=CC=C12)NC=1C2=C(N=CN1)C=C(S2)C2=CC=C(CN1CCN(CC1)C(C)=O)C=C2 (4-{4-[4-(1H-Indol-5-ylamino)-thieno(3,2-d]pyrimidin-6-yl]-benzyl}-piperazin-1-yl-ethanone). As a reaction SMILES: [N:1]1([C:7](=[O:9])[CH3:8])[CH2:6][CH2:5][NH:4][CH2:3][CH2:2]1.[NH:10]1[C:18]2[C:13](=[CH:14][C:15]([NH:19][C:20]3[C:21]4[S:28][C:27]([C:29]5[CH:36]=[CH:35][C:32]([CH:33]=O)=[CH:31][CH:30]=5)=[CH:26][C:22]=4[N:23]=[CH:24][N:25]=3)=[CH:16][CH:17]=2)[CH:12]=[CH:11]1>>[NH:10]1[C:18]2[C:13](=[CH:14][C:15]([NH:19][C:20]3[C:21]4[S:28][C:27]([C:29]5[CH:36]=[CH:35][C:32]([CH2:33][N:4]6[CH2:5][CH2:6][N:1]([C:7](=[O:9])[CH3:8])[CH2:2][CH2:3]6)=[CH:31][CH:30]=5)=[CH:26][C:22]=4[N:23]=[CH:24][N:25]=3)=[CH:16][CH:17]=2)[CH:12]=[CH:11]1. Reported procedure: The title compound was prepared from 1-piperazin-1-yl-ethanone and 4-[4-(1H-indol-5-ylamino)-thieno[3,2-d]pyrimidin-6-yl]-benzaldehyde by a procedure analogous to example 17. M.P. 163-180° C.; LC-MS: 483 (MH+); HPLC RT: 4.24 minutes. RXN SMILES: [CH3:1][C:2]1[CH:7]=[C:6]([C@H:8]([OH:24])[CH2:9][CH:10]([C:18]2[CH:23]=[CH:22][CH:21]=[CH:20][CH:19]=2)[C:11]2[CH:16]=[CH:15][CH:14]=[CH:13][C:12]=2[CH3:17])[CH:5]=[CH:4][N:3]=1>C1(C)C=CC=CC=1.[O-2].[O-2].[Mn+4]>[CH3:1][C:2]1[CH:7]=[C:6]([C:8](=[O:24])[CH2:9][C@H:10]([C:18]2[CH:23]=[CH:22][CH:21]=[CH:20][CH:19]=2)[C:11]2[CH:16]=[CH:15][CH:14]=[CH:13][C:12]=2[CH3:17])[CH:5]=[CH:4][N:3]=1 |f:2.3.4|. The yield is 0.1%. The solvent is C1(=CC=CC=C1)C (toluene). Reagents/catalysts: [O-2].[O-2].[Mn+4] (manganese dioxide). Procedure details: A mixture of (R)-1-(2-methylpyridin-4-yl)-3-phenyl-3-o-tolylpropan-1-ol (110 mg, 347 mmol), and manganese dioxide (121 mg, 1.39 mmol) in toluene (2 mL) was heated at 90° C. for 3 h, then filtered through diatomaceous earth and concentrated in vacuo. Chromatography (silica gel, 10 g, 10% to 50% ethyl acetate in heptane) produced the title compound (60 mg, 55%). White semisolid, MS (ESI+): m/z=316.3 ([M+H]+). Run at temperature 90 celsius. Reactants: CC1=NC=CC(=C1)[C@@H](CC(C1=C(C=CC=C1)C)C1=CC=CC=C1)O ((R)-1-(2-methylpyridin-4-yl)-3-phenyl-3-o-tolylpropan-1-ol). Product: CC1=NC=CC(=C1)C(C[C@@H](C1=C(C=CC=C1)C)C1=CC=CC=C1)=O ((R)-1-(2-Methylpyridin-4-yl)-3-phenyl-3-o-tolylpropan-1-one). The reagents and catalysts are C1=CC=C(C=C1)P([C-]2C=CC=C2)C3=CC=CC=C3.C1=CC=C(C=C1)P([C-]2C=CC=C2)C3=CC=CC=C3.[Fe+2] (DPPF), C=1C=CC(=CC1)/C=C/C(=O)/C=C/C2=CC=CC=C2.C=1C=CC(=CC1)/C=C/C(=O)/C=C/C2=CC=CC=C2.C=1C=CC(=CC1)/C=C/C(=O)/C=C/C2=CC=CC=C2.[Pd].[Pd] (Pd2(dba)3). Isolated yield 75.7%. Run at temperature 100 celsius. The reactants are C(N)(OC(C)(C)C)=O (tert-butyl carbamate), C(=O)([O-])[O-].[Cs+].[Cs+] (Cs2CO3), ClC1=NC=CC(=C1)OC=1C=NC(=CC1)[N+](=O)[O-] (2-chloro-4-((6-nitropyridin-3-yl)oxy)pyridine). Reaction SMILES: Cl[C:2]1[CH:7]=[C:6]([O:8][C:9]2[CH:10]=[N:11][C:12]([N+:15]([O-:17])=[O:16])=[CH:13][CH:14]=2)[CH:5]=[CH:4][N:3]=1.[C:18](=[O:25])([O:20][C:21]([CH3:24])([CH3:23])[CH3:22])[NH2:19].C([O-])([O-])=O.[Cs+].[Cs+]>O1CCOCC1.C1C=CC(P(C2C=CC=CC=2)[C-]2C=CC=C2)=CC=1.C1C=CC(P(C2C=CC=CC=2)[C-]2C=CC=C2)=CC=1.[Fe+2].C1C=CC(/C=C/C(/C=C/C2C=CC=CC=2)=O)=CC=1.C1C=CC(/C=C/C(/C=C/C2C=CC=CC=2)=O)=CC=1.C1C=CC(/C=C/C(/C=C/C2C=CC=CC=2)=O)=CC=1.[Pd].[Pd]>[N+:15]([C:12]1[N:11]=[CH:10][C:9]([O:8][C:6]2[CH:5]=[CH:4][N:3]=[C:2]([NH:19][C:18](=[O:25])[O:20][C:21]([CH3:24])([CH3:23])[CH3:22])[CH:7]=2)=[CH:14][CH:13]=1)([O-:17])=[O:16] |f:2.3.4,6.7.8,9.10.11.12.13|. Procedure: A solution of Example A1 (1.5 g, 5.96 mmol) in dioxane (50 mL) was sparged with Ar, treated with tert-butyl carbamate (1.536 g, 13.11 mmol), Cs2CO3 (3.88 g, 11.92 mmol) and DPPF (0.420 g, 0.775 mmol), sparged with Ar, treated with Pd2(dba)3 (0.382 g, 0.417 mmol), sparged again with Ar and heated at 100° C. overnight. The mixture was cooled to RT, diluted with EtOAc, the solids removed via filtration through diatomaceous earth and washed with EtOAc. The filtrate was concentrated to dryness, treat... Product: [N+](=O)([O-])C1=CC=C(C=N1)OC1=CC(=NC=C1)NC(OC(C)(C)C)=O (tert-butyl (4-((6-nitropyridin-3-yl)oxy)pyridin-2-yl)carbamate). Run in O1CCOCC1 (dioxane).